Dataset: the Open Reaction Database (ORD), a public repository of structured organic reaction records. Task: describe an organic reaction: reactants, conditions, products, and yield The reactants are C(C=C)OC=1C(=CC2=C(CCN(CC2C)C(C(F)(F)F)=O)N1)I (2-(allyloxy)-3-iodo-5-methyl-7-(trifluoroacetyl)-6,7,8,9-tetrahydro-5H-pyrido[2,3-d]azepine), CC(=O)[O-].[Na+] (NaOAc). The reagents and catalysts are Cl[Pd]([P](C1=CC=CC=C1)(C2=CC=CC=C2)C3=CC=CC=C3)([P](C4=CC=CC=C4)(C5=CC=CC=C5)C6=CC=CC=C6)Cl (Pd(PPh3)2Cl2). Run in CC(=O)N(C)C (DMA). Reaction conditions: temperature 125 celsius. The product is CC1=COC=2C1=CC1=C(CCN(CC1C)C(C(F)(F)F)=O)N2 (3,5-dimethyl-7-(trifluoroacetyl)-6,7,8,9-tetrahydro-5H -furo[3′,2′:5,6]pyrido[2,3-d]azepine). Yield: 31.9%. Reaction SMILES: [CH2:1]([O:4][C:5]1[C:6](I)=[CH:7][C:8]2[CH:14]([CH3:15])[CH2:13][N:12]([C:16](=[O:21])[C:17]([F:20])([F:19])[F:18])[CH2:11][CH2:10][C:9]=2[N:22]=1)[CH:2]=[CH2:3].CC([O-])=O.[Na+]>Cl[Pd](Cl)([P](C1C=CC=CC=1)(C1C=CC=CC=1)C1C=CC=CC=1)[P](C1C=CC=CC=1)(C1C=CC=CC=1)C1C=CC=CC=1.CC(N(C)C)=O>[CH3:3][C:2]1[C:6]2=[CH:7][C:8]3[CH:14]([CH3:15])[CH2:13][N:12]([C:16](=[O:21])[C:17]([F:20])([F:19])[F:18])[CH2:11][CH2:10][C:9]=3[N:22]=[C:5]2[O:4][CH:1]=1 |f:1.2,^1:31,50|. Procedure details: A mixture of 2-(allyloxy)-3-iodo-5-methyl-7-(trifluoroacetyl)-6,7,8,9-tetrahydro-5H-pyrido[2,3-d]azepine (300 mg, 682 μmol), Pd(PPh3)2Cl2 (120 mg, 170 μmol), NaOAc (168 mg, 2.04 mmol) and DMA (20 ml) was heated for 30 min at 125 ° C. The reaction mixture was concentrated in vacuo and purified by column chromatography to give 68.0 mg (32%) of 3,5-dimethyl-7-(trifluoroacetyl)-6,7,8,9-tetrahydro-5H -furo[3′,2′:5,6]pyrido[2,3-d]azepine. H-NMR (CDCl3) δ 7.68 (2× s, 1H), 7.46 (2× s, 1H), 4.25-3.25 (m,... Reactants: solid, Cl.Cl.Cl.O1CCC=2C1=C(N=CC2)N2CCN(CC2)CC[C@@H]2CC[C@H](CC2)N (trans-4-{2-[4-(2,3-dihydro-furo[2,3-c]pyridin-7-yl)-piperazin-1-yl]-ethyl}-cyclohexylamine trihydrochloride), Cl.Cl.Cl.O1CCC=2C1=C(N=CC2)N2CCN(CC2)CC[C@@H]2CC[C@H](CC2)N (trans-4-{2-[4-(2,3-dihydro-furo[2,3-c]pyridin-7-yl)-piperazin-1-yl]-ethyl}-cyclohexylamine trihydrochloride), FC(CCC(=O)O)(F)F (4,4,4-trifluoro-butanoic acid). The product is O1CCC=2C1=C(N=CC2)N2CCN(CC2)CC[C@@H]2CC[C@H](CC2)NC(CCC(F)(F)F)=O (trans-N-(4-{2-[4-(2,3-Dihydro-furo[2,3-c]pyridin-7-yl)-piperazin-1-yl]-ethyl}-cyclohexyl)-4,4,4-trifluoro-butyramide). As a reaction SMILES: Cl.Cl.Cl.[O:4]1[C:8]2=[C:9]([N:13]3[CH2:18][CH2:17][N:16]([CH2:19][CH2:20][C@H:21]4[CH2:26][CH2:25][C@H:24]([NH2:27])[CH2:23][CH2:22]4)[CH2:15][CH2:14]3)[N:10]=[CH:11][CH:12]=[C:7]2[CH2:6][CH2:5]1.[F:28][C:29]([F:36])([F:35])[CH2:30][CH2:31][C:32](O)=[O:33]>>[O:4]1[C:8]2=[C:9]([N:13]3[CH2:18][CH2:17][N:16]([CH2:19][CH2:20][C@H:21]4[CH2:26][CH2:25][C@H:24]([NH:27][C:32](=[O:33])[CH2:31][CH2:30][C:29]([F:36])([F:35])[F:28])[CH2:23][CH2:22]4)[CH2:15][CH2:14]3)[N:10]=[CH:11][CH:12]=[C:7]2[CH2:6][CH2:5]1 |f:0.1.2.3|. Reported procedure: The title compound, white solid (106 mg, 93%), MS (ISP) m/z=455.3 [(M+H)+], mp 204.5° C., was prepared in accordance with the general method of example 6 from trans-4-{2-[4-(2,3-dihydro-furo[2,3-c]pyridin-7-yl)-piperazin-1-yl]-ethyl}-cyclohexylamine trihydrochloride (intermediate B) (110 mg, 0.25 mmol) and 4,4,4-trifluoro-butanoic acid. The reactants are ClC=1C=CC2=C(N(C(C3=C[N+](=CC=C23)[O-])=O)C)C1 (8-chloro-6-methyl-5-oxo-5,6-dihydrobenzo[c][2,7]naphthyridine 3-oxide), O=P(Cl)(Cl)Cl (POCl3). The product is ClC=1N=CC=C2C3=C(N(C(C12)=O)C)C=C(C=C3)Cl (4,8-dichloro-6 methylbenzo[c][2,7]naphthyridin-5(6H)-one). Yield: 56.0%. As a reaction SMILES: [Cl:1][C:2]1[CH:3]=[CH:4][C:5]2[C:14]3[C:9](=[CH:10][N+:11]([O-])=[CH:12][CH:13]=3)[C:8](=[O:16])[N:7]([CH3:17])[C:6]=2[CH:18]=1.O=P(Cl)(Cl)[Cl:21]>>[Cl:21][C:10]1[N:11]=[CH:12][CH:13]=[C:14]2[C:9]=1[C:8](=[O:16])[N:7]([CH3:17])[C:6]1[CH:18]=[C:2]([Cl:1])[CH:3]=[CH:4][C:5]2=1. Procedure details: A stirred solution of 8-chloro-6-methyl-5-oxo-5,6-dihydrobenzo[c][2,7]naphthyridine 3-oxide (0.5 g, 1.918 mmol) in POCl3 (3.58 mL, 38.4 mmol) was heated to reflux for 6 h. The reaction mixture was concentrated under reduced pressure. The residue was then partitioned between dichloromethane (100 mL) and saturated sodium bicarbonate solution (200 mL). The organic layer was separated and washed again with brine solution (50 mL), dried over sodium sulphate, and concentrated to afford 4,8-dichloro-6 ... Reaction SMILES: C([O:4][CH2:5][CH:6]=[CH:7][CH2:8][O:9][C:10](=[O:12])[CH3:11])(=O)C.[C:13]1(OP(OC2C=CC=CC=2)OC2C=CC=CC=2)C=CC=CC=1>[Rh].C1CCC=CCCC=1>[CH:5]([C:6]([CH2:7][CH2:8][O:9][C:10](=[O:12])[CH3:11])=[CH2:13])=[O:4] |f:2.3|. Isolated yield 50545.7%. Reported procedure: A solution of 1,4-diacetoxy-2-butene (170 g.), (1,5-cyclooctadiene) rhodium (acetylacetonate) (0.17 g.) and triphenylphosphite (0.51 g.) was heated to 75° C. in a 1 liter stainless steel autoclave under a pressure of 2,000 psig of synthesis gas. After a few hours, the reaction was complete. After cooling and venting, the resulting solution was distilled to remove benzene. P-toluenesulphonic acid (0.5 g.) was added and the mixture was distilled (115°-120° C./5 mmHg). The resulting distillate was ... Solvent: stainless steel. Starting materials: C(C)(=O)OCC=CCOC(C)=O (1,4-diacetoxy-2-butene), C1(=CC=CC=C1)OP(OC1=CC=CC=C1)OC1=CC=CC=C1 (triphenylphosphite). Reagents/catalysts: [Rh].C1=CCCC=CCC1 ((1,5-cyclooctadiene) rhodium). Yields the product C(=O)C(=C)CCOC(C)=O (2-formyl-4-acetoxybutene). Reported procedure: Tert-butyl (1-{(3E)-4-[4-amino-3-(3-methoxy-4-{[(1-methyl-1H-indol-2-yl)carbonyl]amino}phenyl)thieno[3,2-c]pyridin-7-yl]but-3-enyl}piperidin-4-yl)methylcarbamate (0.08 g, 0.112 mmol) was reacted according to General Procedure H. Dichloromethane and MP-carbonate resin were added and shaken overnight. The resin was filtered and the solvent evaporated under reduced pressure to give 0.02 g (29%) of the title compound. 1H NMR (DMSO-d6, 400 MHz) δ 9.51 (s, 1H), 8.01-7.99 (d, 1H), 7.92 (s, 1H), 7.71-7.... Reaction SMILES: [NH2:1][C:2]1[C:7]2[C:8]([C:11]3[CH:16]=[CH:15][C:14]([NH:17][C:18]([C:20]4[N:21]([CH3:29])[C:22]5[C:27]([CH:28]=4)=[CH:26][CH:25]=[CH:24][CH:23]=5)=[O:19])=[C:13]([O:30][CH3:31])[CH:12]=3)=[CH:9][S:10][C:6]=2[C:5](/[CH:32]=[CH:33]/[CH2:34][CH2:35][N:36]2[CH2:41][CH2:40][CH:39]([CH2:42][NH:43]C(=O)OC(C)(C)C)[CH2:38][CH2:37]2)=[CH:4][N:3]=1.CC[NH+](CC)CC.CC[NH+](CC)CC.C([O-])([O-])=O>ClCCl>[NH2:1][C:2]1[C:7]2[C:8]([C:11]3[CH:16]=[CH:15][C:14]([NH:17][C:18]([C:20]4[N:21]([CH3:29])[C:22]5[C:27]([CH:28]=4)=[CH:26][CH:25]=[CH:24][CH:23]=5)=[O:19])=[C:13]([O:30][CH3:31])[CH:12]=3)=[CH:9][S:10][C:6]=2[C:5](/[CH:32]=[CH:33]/[CH2:34][CH2:35][N:36]2[CH2:37][CH2:38][CH:39]([CH2:42][NH2:43])[CH2:40][CH2:41]2)=[CH:4][N:3]=1 |f:1.2.3|. Isolated yield 30.0%. Reactants: CC[NH+](CC)CC.CC[NH+](CC)CC.C(=O)([O-])[O-] (MP-carbonate resin), NC1=NC=C(C2=C1C(=CS2)C2=CC(=C(C=C2)NC(=O)C=2N(C1=CC=CC=C1C2)C)OC)/C=C/CCN2CCC(CC2)CNC(OC(C)(C)C)=O (Tert-butyl (1-{(3E)-4-[4-amino-3-(3-methoxy-4-{[(1-methyl-1H-indol-2-yl)carbonyl]amino}phenyl)thieno[3,2-c]pyridin-7-yl]but-3-enyl}piperidin-4-yl)methylcarbamate). Product: NC1=NC=C(C2=C1C(=CS2)C2=CC(=C(C=C2)NC(=O)C=2N(C1=CC=CC=C1C2)C)OC)\C=C\CCN2CCC(CC2)CN (N-[4-(4-amino-7-{(1E)-4-[4-(aminomethyl)piperidin-1-yl]but-1-enyl}thieno[3,2-c]pyridin-3-yl)-2-methoxyphenyl]-1-methyl-1H-indole-2-carboxamide). Solvent: ClCCl (Dichloromethane). Run at time 8 hour. Reactants: N1(N=NC2=C1C=CC=C2)CON=C(C(=O)[O-])C2=NSC(=N2)N (benzotriazol-1-yl-2-(5-amino-1,2,4-thiadiazol-3-yl)-2-methoxyiminoacetate), Cl (HCl), Cl.NC1[C@@H]2N(C(=C(CS2)\C=C\C[N+]2=CC=C(C=C2)C(N)=O)C(=O)O)C1=O (7-amino-3-[3-(4-carbamoylpyridinio)-1-(E)-propenyl]-3-cephem-4-carboxylic acid hydrochloride), C(=O)(O)[O-].[Na+] (NaHCO3). Run in CN(C)C=O (DMF), CC(=O)C (acetone). Reaction conditions: time 3.5 hour. Yields the product NC1=NC(=NS1)C(C(=O)NC1[C@@H]2N(C(=C(CS2)C=CC[N+]2=CC=C(C=C2)C(N)=O)C(=O)[O-])C1=O)=NOC (7-[2-(5-Amino-1,2,4-thiadiazol-3-yl)-2-methoxyiminoacetamido]-3-[3-(4-carbamoylpyridinio)-1-propenyl]-3-cephem-4-carboxylate). RXN SMILES: Cl.[NH2:2][CH:3]1[C:25](=[O:26])[N:5]2[C:6]([C:22]([OH:24])=[O:23])=[C:7](/[CH:10]=[CH:11]/[CH2:12][N+:13]3[CH:18]=[CH:17][C:16]([C:19](=[O:21])[NH2:20])=[CH:15][CH:14]=3)[CH2:8][S:9][C@H:4]12.C([O-])(O)=O.[Na+].N1([CH2:41][O:42][N:43]=[C:44]([C:48]2[N:52]=[C:51]([NH2:53])[S:50][N:49]=2)[C:45]([O-])=[O:46])C2C=CC=CC=2N=N1.Cl>CN(C=O)C.CC(C)=O>[NH2:53][C:51]1[S:50][N:49]=[C:48]([C:44](=[N:43][O:42][CH3:41])[C:45]([NH:2][CH:3]2[C:25](=[O:26])[N:5]3[C:6]([C:22]([O-:24])=[O:23])=[C:7]([CH:10]=[CH:11][CH2:12][N+:13]4[CH:14]=[CH:15][C:16]([C:19](=[O:21])[NH2:20])=[CH:17][CH:18]=4)[CH2:8][S:9][C@H:4]23)=[O:46])[N:52]=1 |f:0.1,2.3|. Reported procedure: To a mixture of 7-amino-3-[3-(4-carbamoylpyridinio)-1-(E)-propenyl]-3-cephem-4-carboxylic acid hydrochloride (XXII-H, 397 mg, 1 mmole) and NaHCO3 (168 mg, 2 mmoles) in aqueous DMF (water, 3.5 ml and DMF, 7.5 ml) was added benzotriazol-1-yl-2-(5-amino-1,2,4-thiadiazol-3-yl)-2-methoxyiminoacetate (479 mg, 1.5 mmoles) (from Preparation No. 28). The mixture was stirred at room temperature for 3.5 hours. The reaction mixture was adjusted to pH 3-4 with 3N HCl and diluted with 200 ml of acetone to giv...